Dataset: the Open Reaction Database (ORD), a public repository of structured organic reaction records. Task: describe an organic reaction: reactants, conditions, products, and yield The product is COC(C(=O)O)CC1=CC(=CC=C1)OCCCOC1=CC=CC=C1 (2-methoxy-3-[3-(3-phenoxy-propoxy)-phenyl]-propionic acid). Reactants: COC(C(CC1=CC(=CC=C1)OCCCBr)OC)=O (3-[3-(3-bromo-propoxy)-phenyl]-2-methoxy-propionic acid methyl ester), C1(=CC=CC=C1)O (phenol), CO[C@H](C(=O)O)CC1=CC=C(C=C1)OCCCOC1=CC=CC=C1 ((2S)-2-methoxy-3-[4-(3-phenoxy-propoxy)-phenyl]-propionic acid). Reaction SMILES: C[O:2][C:3](=[O:19])[CH:4]([O:17][CH3:18])[CH2:5][C:6]1[CH:11]=[CH:10][CH:9]=[C:8]([O:12][CH2:13][CH2:14][CH2:15]Br)[CH:7]=1.[C:20]1([OH:26])[CH:25]=[CH:24][CH:23]=[CH:22][CH:21]=1.CO[C@@H](CC1C=CC(OCCCOC2C=CC=CC=2)=CC=1)C(O)=O>>[CH3:18][O:17][CH:4]([CH2:5][C:6]1[CH:11]=[CH:10][CH:9]=[C:8]([O:12][CH2:13][CH2:14][CH2:15][O:26][C:20]2[CH:25]=[CH:24][CH:23]=[CH:22][CH:21]=2)[CH:7]=1)[C:3]([OH:2])=[O:19]. Procedure: The title compound was prepared from 3-[3-(3-bromo-propoxy)-phenyl]-2-methoxy-propionic acid methyl ester (Example 323, Step 1) and phenol via the same procedure used for the preparation of (2S)-2-methoxy-3-[4-(3-phenoxy-propoxy)-phenyl]-propionic acid (Example 285, Step 1). The enatiomers were separated by chiral HPLC. MS (ES) for C19H22O5 [M+Na]+: 353.3. Reactants: C1(=CC=CC=C1)OC(NC=1N(CC=2CCCCC2C1)OC)=O (Phenyl-N-(2-methoxy-5,6,7,8-tetrahydroisoquinolin-3-yl)carbamate), COC1=C(C=CC=C1)N1CCNCC1 (1-(2-methoxyphenyl)piperazine). The product is CON1CC=2CCCCC2C=C1NC(=O)N1CCN(CC1)C1=C(C=CC=C1)OC (1-[(2-methoxy-5,6,7,8-tetrahydroisoquinolin-3-yl)aminocarbonyl]-4-(2-methoxyphenyl)piperazine). Isolated yield 64.0%. Reaction SMILES: C1(O[C:8](=[O:22])[NH:9][C:10]2[N:11]([O:20][CH3:21])[CH2:12][C:13]3[CH2:14][CH2:15][CH2:16][CH2:17][C:18]=3[CH:19]=2)C=CC=CC=1.[CH3:23][O:24][C:25]1[CH:30]=[CH:29][CH:28]=[CH:27][C:26]=1[N:31]1[CH2:36][CH2:35][NH:34][CH2:33][CH2:32]1>>[CH3:21][O:20][N:11]1[C:10]([NH:9][C:8]([N:34]2[CH2:33][CH2:32][N:31]([C:26]3[CH:27]=[CH:28][CH:29]=[CH:30][C:25]=3[O:24][CH3:23])[CH2:36][CH2:35]2)=[O:22])=[CH:19][C:18]2[CH2:17][CH2:16][CH2:15][CH2:14][C:13]=2[CH2:12]1. Procedure: Phenyl-N-(2-methoxy-5,6,7,8-tetrahydroisoquinolin-3-yl)carbamate and 1-(2-methoxyphenyl)piperazine were reacted by the same way with the example 1 to obtain the titled compound. Reported procedure: The title compound was prepared in a manner analogous to Example 28 except the starting indole is 5,7-diBOC-2,10-dibromo-6-hydroxyindolo[2,3-b]carbazole. 1H-NMR (400 MHz, DMSO-d6) δ ppm 8.65 (s, 1 H), 8.26 (d, J=1.2 Hz, 2 H), 7.47-7.37 (m, 4 H), 4.31 (t, J=5.2 Hz, 2 H), 2.88 (t, J=5.2 Hz, 2 H), 2.39 (s, 3 H); MS (ESI) m/z 486.0 (M−H)−; MS (ESI) m/z 487.9 (M+H)+ Yields the product BrC=1C=C2C=3C=C4C(=C(C3NC2=CC1)OCCNC)NC=1C=CC(=CC14)Br (2-(2,10-dibromo-5,7-dihydroindolo[2,3-b]carbazol-6-yloxy)-N-methylethanamine). Starting materials: N1C=CC2=CC=CC=C12 (indole), C(=O)(OC(C)(C)C)N1C2=CC=C(C=C2C=2C=C3C(=C(C12)O)N(C=1C=CC(=CC13)Br)C(=O)OC(C)(C)C)Br (5,7-diBOC-2,10-dibromo-6-hydroxyindolo[2,3-b]carbazole). As a reaction SMILES: [NH:1]1[C:9]2C(=CC=CC=2)[CH:3]=[CH:2]1.C([N:17]1[C:29]2[C:28]([OH:30])=[C:27]3[N:31](C(OC(C)(C)C)=O)[C:32]4[CH:33]=[CH:34][C:35]([Br:38])=[CH:36][C:37]=4[C:26]3=[CH:25][C:24]=2[C:23]2[C:18]1=[CH:19][CH:20]=[C:21]([Br:46])[CH:22]=2)(OC(C)(C)C)=O>>[Br:46][C:21]1[CH:22]=[C:23]2[C:18](=[CH:19][CH:20]=1)[NH:17][C:29]1[C:28]([O:30][CH2:3][CH2:2][NH:1][CH3:9])=[C:27]3[NH:31][C:32]4[CH:33]=[CH:34][C:35]([Br:38])=[CH:36][C:37]=4[C:26]3=[CH:25][C:24]2=1. Reactants: CCO, CCOC(=O)c1cc(C(F)(F)F)nn1-c1ncccc1Cl, [K+], [OH-], O. Product: O=C(O)c1cc(C(F)(F)F)nn1-c1ncccc1Cl. Reaction SMILES: [CH3:25][CH2:26][OH:27].[Cl:3][c:4]1[c:5](-[n:10]2[n:11][c:12]([C:20]([F:21])([F:22])[F:23])[cH:13][c:14]2[C:15](=[O:16])[O:17][CH2:18][CH3:19])[n:6][cH:7][cH:8][cH:9]1.[K+:2].[OH-:1].[OH2:24]>>[Cl:3][c:4]1[c:5](-[n:10]2[n:11][c:12]([C:20]([F:21])([F:22])[F:23])[cH:13][c:14]2[C:15](=[O:16])[OH:17])[n:6][cH:7][cH:8][cH:9]1. The reactants are CI, CN(C)C=O, [H-], [Na+], Cc1c2n(c3ccccc13)C(=O)C(Cc1c[nH]cn1)CC2. Yields the product Cc1c2n(c3ccccc13)C(=O)C(Cc1cn(C)cn1)CC2. RXN SMILES: [CH3:24][I:25].[CH3:26][N:27]([CH3:28])[CH:29]=[O:30].[H-:22].[Na+:23].[nH:1]1[cH:2][n:3][c:4]([CH2:6][CH:7]2[CH2:8][CH2:9][c:10]3[n:11]([c:12]4[cH:13][cH:14][cH:15][cH:16][c:17]4[c:18]3[CH3:19])[C:20]2=[O:21])[cH:5]1>>[n:1]1([CH3:24])[cH:2][n:3][c:4]([CH2:6][CH:7]2[CH2:8][CH2:9][c:10]3[n:11]([c:12]4[cH:13][cH:14][cH:15][cH:16][c:17]4[c:18]3[CH3:19])[C:20]2=[O:21])[cH:5]1. The reactants are C(C1=CC=CC=C1)N1[C@@]2([C@@H](CC[C@H]1[C@@H](C2)C=2N=NN(N2)CCNC(=O)OC(C)(C)C)OCC2=CC(=CC(=C2)C(F)(F)F)C(F)(F)F)C2=CC=CC=C2 ((1R*,2R*,5S*,6R*)-8-Benzyl-2-{[3,5-bis(trifluoromethyl)phenyl]methoxy}-6-{2-[2-(t-butoxycarbonylamino)ethyl]-2H-tetrazol-5-yl}-1-phenyl-8-azabicyclo[3.2.1]octane), CN(CCO)C (N,N-dimethylethanolamine). Product: C(C1=CC=CC=C1)N1[C@@]2([C@@H](CC[C@H]1[C@@H](C2)C=2N=NN(N2)CCN(C)C)OCC2=CC(=CC(=C2)C(F)(F)F)C(F)(F)F)C2=CC=CC=C2 ((1R*,2R*,5S*,6R*)-8-Benzyl-2-{[3,5-bis(trifluoromethyl)phenyl]methoxy}-6-{2-[2-(N,N-dimethylamino)ethyl]-2H-tetrazol-5-yl}-1-phenyl-8-azabicyclo[3.2.1]octane). As a reaction SMILES: [CH2:1]([N:8]1[C@@H:13]2[C@H:14]([C:16]3[N:17]=[N:18][N:19]([CH2:21][CH2:22][NH:23][C:24](OC(C)(C)C)=O)[N:20]=3)[CH2:15][C@@:9]1([C:47]1[CH:52]=[CH:51][CH:50]=[CH:49][CH:48]=1)[C@H:10]([O:31][CH2:32][C:33]1[CH:38]=[C:37]([C:39]([F:42])([F:41])[F:40])[CH:36]=[C:35]([C:43]([F:46])([F:45])[F:44])[CH:34]=1)[CH2:11][CH2:12]2)[C:2]1[CH:7]=[CH:6][CH:5]=[CH:4][CH:3]=1.[CH3:53]N(C)CCO>>[CH2:1]([N:8]1[C@@H:13]2[C@H:14]([C:16]3[N:17]=[N:18][N:19]([CH2:21][CH2:22][N:23]([CH3:24])[CH3:53])[N:20]=3)[CH2:15][C@@:9]1([C:47]1[CH:48]=[CH:49][CH:50]=[CH:51][CH:52]=1)[C@H:10]([O:31][CH2:32][C:33]1[CH:34]=[C:35]([C:43]([F:44])([F:46])[F:45])[CH:36]=[C:37]([C:39]([F:40])([F:42])[F:41])[CH:38]=1)[CH2:11][CH2:12]2)[C:2]1[CH:7]=[CH:6][CH:5]=[CH:4][CH:3]=1. Procedure details: Prepared in analogous manner to (1R*,2R*,5S*,6R*)-8-benzyl-2-{[3,5-bis(trifluoromethyl)phenyl]methoxy}-6-(2-[2-(t-butoxycarbonylamino)ethyl]-2H-tetrazol-5-yl}-1-phenyl-8-azabicyclo[3.2.1]octane (Example 140) using N,N-dimethylethanolamine.